From a dataset of the Open Reaction Database (ORD), a public repository of structured organic reaction records. describe an organic reaction: reactants, conditions, products, and yield Starting materials: O=S(=O)([O-])c1ccc(Br)cc1, O=C([O-])[O-], COc1ccc(B(O)O)cc1, Cc1ccccc1, [Na+], [Na+], [Na+], O, c1ccc(P(c2ccccc2)(c2ccccc2)[Pd](P(c2ccccc2)(c2ccccc2)c2ccccc2)(P(c2ccccc2)(c2ccccc2)c2ccccc2)P(c2ccccc2)(c2ccccc2)c2ccccc2)cc1. Yields the product COc1ccc(-c2ccc(S(=O)(=O)O)cc2)cc1. As a reaction SMILES: [Br:12][c:13]1[cH:14][cH:15][c:16]([S:19](=[O:20])(=[O:21])[O-:22])[cH:17][cH:18]1.[C:24](=[O:25])([O-:26])[O-:27].[CH3:1][O:2][c:3]1[cH:4][cH:5][c:6]([B:9]([OH:10])[OH:11])[cH:7][cH:8]1.[CH3:30][c:31]1[cH:32][cH:33][cH:34][cH:35][cH:36]1.[Na+:23].[Na+:28].[Na+:29].[OH2:37].[cH:38]1[cH:39][cH:40][c:41]([P:42]([Pd:43]([P:44]([c:45]2[cH:46][cH:47][cH:48][cH:49][cH:50]2)([c:51]2[cH:52][cH:53][cH:54][cH:55][cH:56]2)[c:57]2[cH:58][cH:59][cH:60][cH:61][cH:62]2)([P:63]([c:64]2[cH:65][cH:66][cH:67][cH:68][cH:69]2)([c:70]2[cH:71][cH:72][cH:73][cH:74][cH:75]2)[c:76]2[cH:77][cH:78][cH:79][cH:80][cH:81]2)[P:82]([c:83]2[cH:84][cH:85][cH:86][cH:87][cH:88]2)([c:89]2[cH:90][cH:91][cH:92][cH:93][cH:94]2)[c:95]2[cH:96][cH:97][cH:98][cH:99][cH:100]2)([c:101]2[cH:102][cH:103][cH:104][cH:105][cH:106]2)[c:107]2[cH:108][cH:109][cH:110][cH:111][cH:112]2)[cH:113][cH:114]1>>[CH3:1][O:2][c:3]1[cH:4][cH:5][c:6](-[c:13]2[cH:14][cH:15][c:16]([S:19](=[O:20])(=[O:21])[OH:22])[cH:17][cH:18]2)[cH:7][cH:8]1. Reactants: COc1ccc(N=C=O)cc1OC, CN1CCCC1=N, c1ccccc1. Yields the product COc1ccc(NC(=O)N=C2CCCN2C)cc1OC. Reaction SMILES: [CH3:8][O:9][c:10]1[cH:11][c:12]([N:18]=[C:19]=[O:20])[cH:13][cH:14][c:15]1[O:16][CH3:17].[NH:1]=[C:2]1[N:3]([CH3:7])[CH2:4][CH2:5][CH2:6]1.[cH:21]1[cH:22][cH:23][cH:24][cH:25][cH:26]1>>[N:1](=[C:2]1[N:3]([CH3:7])[CH2:4][CH2:5][CH2:6]1)[C:19]([NH:18][c:12]1[cH:11][c:10]([O:9][CH3:8])[c:15]([O:16][CH3:17])[cH:14][cH:13]1)=[O:20].